This data is from the Open Reaction Database (ORD), a public repository of structured organic reaction records. The task is: describe an organic reaction: reactants, conditions, products, and yield Starting materials: CC(=O)C (acetone), CC1=CC2=C(NC(CO2)=O)C=C1C(CC)=O (3,4-Dihydro-7-methyl-6-(1-oxopropyl)-3-oxo-1,4(2H)-benzoxazine), Cl.CNC (dimethylamine hydrochloride), C=O (formaldehyde), CC(=O)OCC1=C2C=CC=CC2=C(C3=CC=CC=C31)COC(=O)C (acetic). Run at time 15 minute. Yields the product O=C(C(CC(=O)O)C)C=1C(=CC2=C(NC(CO2)=O)C1)C (4-Oxo-4-(3,4-dihydro-7-methyl-3-oxo-1,4(2H)-benzoxazin-6-yl)-3-methylbutyric acid). The yield is 81.0%. As a reaction SMILES: [CH3:1][C:2]1[C:12]([C:13](=[O:16])[CH2:14][CH3:15])=[CH:11][C:5]2[NH:6][C:7](=[O:10])[CH2:8][O:9][C:4]=2[CH:3]=1.Cl.CNC.C=O.[CH3:23]C(C)=O.C[C:28]([O:30]CC1C2C(=CC=CC=2)C(COC(C)=O)=C2C=1C=CC=C2)=[O:29]>>[O:16]=[C:13]([C:12]1[C:2]([CH3:1])=[CH:3][C:4]2[O:9][CH2:8][C:7](=[O:10])[NH:6][C:5]=2[CH:11]=1)[CH:14]([CH3:23])[CH2:15][C:28]([OH:30])=[O:29] |f:1.2|. Reported procedure: 3,4-Dihydro-7-methyl-6-(1-oxopropyl)-3-oxo-1,4(2H)-benzoxazine (23.7 g) was added to a mixture of 13 g of dimethylamine hydrochloride and 15 ml of 37% aqueous formaldehyde solution in 68 ml of acetic anhdride. After heating on a steam bath for three hours, 50 ml of acetone was added and heating was continued for 15 minutes. The solvents were removed by evaporation at reduced pressure and the residue was dissolved in 1N HCl and washed with ethyl acetate. The aqueous layer was basified with sodium... Reactants: N1=CC=CC(=C1)[C@H]1N(C)CCC1 ((S)-nicotine), BrCCC\C=C/CCCCC (cis-1-bromo-dec-4-ene). Solvent: CC(=O)O (AcOH). Product: Br.[Br-].C(CC\C=C/CCCCC)[N+]1=CC(=CC=C1)[C@H]1N(CCC1)C ((S)-cis-1-dec-4-enyl-3-(1-methyl-pyrrolidin-2-yl)-pyridinium bromide hydrobromide salt). Yield: 53.1%. As a reaction SMILES: [N:1]1[CH:6]=[C:5]([C@@H:7]2[CH2:12][CH2:11][CH2:10][N:8]2[CH3:9])[CH:4]=[CH:3][CH:2]=1.[Br:13][CH2:14][CH2:15][CH2:16]/[CH:17]=[CH:18]\[CH2:19][CH2:20][CH2:21][CH2:22][CH3:23]>CC(O)=O>[BrH:13].[Br-:13].[CH2:14]([N+:1]1[CH:2]=[CH:3][CH:4]=[C:5]([C@@H:7]2[CH2:12][CH2:11][CH2:10][N:8]2[CH3:9])[CH:6]=1)[CH2:15][CH2:16]/[CH:17]=[CH:18]\[CH2:19][CH2:20][CH2:21][CH2:22][CH3:23] |f:3.4.5|. Procedure details: To a stirred solution of (S)-nicotine (0.35 g, 2.2 mmol) in AcOH (10 ml) was added cis-1-bromo-dec-4-ene (1.15 g, 5.25 mmol). The mixture was heated at reflux for 3 days. AcOH was evaporated and the residue was recrystallized in ethyl acetate-CHCl3 to afford (S)-cis-1-dec-4-enyl-3-(1-methyl-pyrrolidin-2-yl)-pyridinium bromide hydrobromide salt (NDNB-4c) (0.54 g, 54%) as hygroscopic white crystals: 1H NMR (300 MHz, CDCl3) δ 11.93 (1H, s), 10.75 (1H, s), 9.78 (1H, d, J=7.8 Hz), 8.69 (1H, d, J=6.0 ... Reactants: CN (Monomethylamine), COC(CC1=CC=C(C=C1)O)=O (methyl-4-hydroxyphenylacetate), C(C)(=O)OCC (ethyl acetate). The solvent is CO (Methanol), CO (methanol). Conditions: time 8 hour. Yields the product CNC(CC1=CC=C(C=C1)O)=O (N-Methyl 4-hydroxyphenylacetamide). Yield: 94.0%. Reaction SMILES: [CH3:1][NH2:2].C[O:4][C:5](=O)[CH2:6][C:7]1[CH:12]=[CH:11][C:10]([OH:13])=[CH:9][CH:8]=1.C(OCC)(=O)C>CO>[CH3:1][NH:2][C:5](=[O:4])[CH2:6][C:7]1[CH:12]=[CH:11][C:10]([OH:13])=[CH:9][CH:8]=1. Procedure details: Monomethylamine, (22.43 kg, 722.15 mol, 6 eq.) was added over a 7-hour period to a solution of methyl-4-hydroxyphenylacetate (20.0 kg, 120.35 mol, 1.0 eq.) in methanol (31.7 gal, 120 L) and stirred overnight at room temperature. Methanol was then displaced under vacuum with ethyl acetate. The resulting slurry (about 20 gal, 75.7 L) was stirred at +10° C. for 1 hour, then filtered and dred under vacuum at 45° C. to yield the title compound(18.68 kg, 94% of theory). Starting materials: C(C)(C)(C)OC(C1=C(C=C(C=C1)C(C[C@@](C(F)(F)F)(C1=CC(=CC(=C1)Cl)Cl)C#N)=O)C)=O (4-[(R)-3-Cyano-3-(3,5-dichloro-phenyl)-4,4,4-trifluoro-butyryl]-2-methyl-benzoic acid tert-butyl ester), suspension. Reagents/catalysts: [Ni] (Raney Nickel). Solvent: C(C)O (ethanol), O (water). Run at time 2 hour. Yields the product C(C)(C)(C)OC(C1=C(C=C(C=C1)C1=NC[C@](C1)(C(F)(F)F)C1=CC(=CC(=C1)Cl)Cl)C)=O (4-[(R)-4-(3,5-Dichloro-phenyl)-4-trifluoromethyl-4,5-dihydro-3H-pyrrol-2-yl]-2-methyl-benzoic acid tert-butyl ester). Yield: 94.7%. Reaction SMILES: [C:1]([O:5][C:6](=[O:32])[C:7]1[CH:12]=[CH:11][C:10]([C:13](=O)[CH2:14][C@:15]([C:28]#[N:29])([C:20]2[CH:25]=[C:24]([Cl:26])[CH:23]=[C:22]([Cl:27])[CH:21]=2)[C:16]([F:19])([F:18])[F:17])=[CH:9][C:8]=1[CH3:31])([CH3:4])([CH3:3])[CH3:2]>C(O)C.[Ni].O>[C:1]([O:5][C:6](=[O:32])[C:7]1[CH:12]=[CH:11][C:10]([C:13]2[CH2:14][C@:15]([C:20]3[CH:25]=[C:24]([Cl:26])[CH:23]=[C:22]([Cl:27])[CH:21]=3)([C:16]([F:19])([F:18])[F:17])[CH2:28][N:29]=2)=[CH:9][C:8]=1[CH3:31])([CH3:4])([CH3:3])[CH3:2]. Procedure: Alternatively, the title compound can be obtained by carrying out the following experiment: To a vigorously stirred solution of 4-[(R)-3-Cyano-3-(3,5-dichloro-phenyl)-4,4,4-trifluoro-butyryl]-2-methyl-benzoic acid tert-butyl ester (150 mg) in ethanol (9 mL) was added Raney Nickel (1.44 g, 50% suspension in water, previously washed with dry ethanol) and the reaction was stirred at room temperature under hydrogen (1 atm) for 2 hours then under arong overnight. Then the solution was filtered over c... The reactants are C(C=C)N1C(N(CCC1)C1=C(C=CC=C1Cl)C)=S (3-Allyl-1-(6-chloro-2-methyl-phenyl)-3,4,5,6-tetrahydro-pyrimidine-2(1H)-thione), C(C(C)C)N (isobutylamine). The solvent is O (water). Reaction conditions: temperature 85 celsius. Yields the product ClC1=CC=CC(=C1NCCCNCC(C)C)C (N′-(6-Chloro-2-methyl-phenyl)-N-isobutyl-propane-1,3-diamine). RXN SMILES: [CH2:1]([N:4]1[CH2:9][CH2:8][CH2:7][N:6]([C:10]2[C:15]([Cl:16])=[CH:14][CH:13]=[CH:12][C:11]=2[CH3:17])C1=S)[CH:2]=[CH2:3].[CH2:19](N)C(C)C>O>[Cl:16][C:15]1[C:10]([NH:6][CH2:7][CH2:8][CH2:9][NH:4][CH2:1][CH:2]([CH3:3])[CH3:19])=[C:11]([CH3:17])[CH:12]=[CH:13][CH:14]=1. Procedure details: Under cooling the hydrobromide salt of Example 12, Step B (6.82 g) was mixed with isobutylamine (5.85 g). The mixture was warmed to 85° C. under nitrogen until homogeneous and then refluxed for 2.5 hours. After cooling, it was diluted with water and the basic solution extracted with dichloromethane. The extracts were washed with 20% aqueous sodium chloride, dried over anhydrous potassium carbonate and evaporated to a brown oil which was flash chromatographed (on Merck-60 flash silica gel). The l... Reactants: Cc1cc(-n2nc(C(C)(C)C)cc2NC(=O)[O-])ccn1, C1CCOC1, COc1cc2ncnc(Oc3cccc(N)c3)c2cc1OC, CN(C)c1ccncc1. Product: COc1cc2ncnc(Oc3cccc(NC(=O)Nc4cc(C(C)(C)C)nn4-c4ccnc(C)c4)c3)c2cc1OC. As a reaction SMILES: [C:23]([CH3:24])([CH3:25])([CH3:26])[c:27]1[n:28][n:29](-[c:36]2[cH:37][c:38]([CH3:42])[n:39][cH:40][cH:41]2)[c:30]([NH:32][C:33]([O-:34])=[O:35])[cH:31]1.[CH2:43]1[O:44][CH2:45][CH2:46][CH2:47]1.[CH3:1][O:2][c:3]1[cH:4][c:5]2[c:6]([O:15][c:16]3[cH:17][c:18]([NH2:19])[cH:20][cH:21][cH:22]3)[n:7][cH:8][n:9][c:10]2[cH:11][c:12]1[O:13][CH3:14].[CH3:48][N:49]([c:50]1[cH:51][cH:52][n:53][cH:54][cH:55]1)[CH3:56]>>[CH3:1][O:2][c:3]1[cH:4][c:5]2[c:6]([O:15][c:16]3[cH:17][c:18]([NH:19][C:33]([NH:32][c:30]4[n:29](-[c:36]5[cH:37][c:38]([CH3:42])[n:39][cH:40][cH:41]5)[n:28][c:27]([C:23]([CH3:24])([CH3:25])[CH3:26])[cH:31]4)=[O:34])[cH:20][cH:21][cH:22]3)[n:7][cH:8][n:9][c:10]2[cH:11][c:12]1[O:13][CH3:14].